Dataset: the Open Reaction Database (ORD), a public repository of structured organic reaction records. Task: describe an organic reaction: reactants, conditions, products, and yield Reactants: O (Water), C([O-])([O-])=O.[K+].[K+] (potassium carbonate), COS(OC)(=O)=O (dimethylsulfuric acid), C(C)(C)(C)C=1C=C(C(=O)OC)C=C(C1O)SC (Methyl 3-t-butyl-4-hydroxy-5-methylsulfanylbenzoate). Run in CN(C=O)C (N,N-dimethylformamide). Conditions: time 20 hour. Yields the product C(C)(C)(C)C=1C=C(C(=O)OC)C=C(C1OC)SC (methyl 3-t-butyl-4-methoxy-5-methylsulfanylbenzoate). The yield is 86.5%. As a reaction SMILES: [C:1]([C:5]1[CH:6]=[C:7]([CH:12]=[C:13]([S:16][CH3:17])[C:14]=1[OH:15])[C:8]([O:10][CH3:11])=[O:9])([CH3:4])([CH3:3])[CH3:2].[C:18](=O)([O-])[O-].[K+].[K+].COS(=O)(=O)OC.O>CN(C)C=O>[C:1]([C:5]1[CH:6]=[C:7]([CH:12]=[C:13]([S:16][CH3:17])[C:14]=1[O:15][CH3:18])[C:8]([O:10][CH3:11])=[O:9])([CH3:4])([CH3:2])[CH3:3] |f:1.2.3|. Procedure details: Methyl 3-t-butyl-4-hydroxy-5-methylsulfanylbenzoate (377 mg) was dissolved in N,N-dimethylformamide (7 mL), and potassium carbonate (818 mg) and dimethylsulfuric acid (0.32 mL) were added to the solution, and then the mixture was stirred at room temperature for 20 hours. Water was added to the reaction solution, and then the reaction mixture was extracted with ethyl acetate. The organic layer was washed with saturated brine, and then dried over anhydrous sodium sulfate. The solvent was distilled... Reactants: COC(=O)CBr, Cc1cc(Br)ccc1CC#N, C1CCOC1, CC(C)[N-]C(C)C, [Cl-], [Li+], [NH4+], O. Yields the product COC(=O)CC(C#N)c1ccc(Br)cc1C. As a reaction SMILES: [Br:20][CH2:21][C:22](=[O:23])[O:24][CH3:25].[Br:9][c:10]1[cH:11][c:12]([CH3:19])[c:13]([CH2:16][C:17]#[N:18])[cH:14][cH:15]1.[CH2:28]1[O:29][CH2:30][CH2:31][CH2:32]1.[CH:1]([N-:2][CH:3]([CH3:4])[CH3:5])([CH3:6])[CH3:7].[Cl-:26].[Li+:8].[NH4+:27].[OH2:33]>>[Br:9][c:10]1[cH:11][c:12]([CH3:19])[c:13]([CH:16]([C:17]#[N:18])[CH2:21][C:22](=[O:23])[O:24][CH3:25])[cH:14][cH:15]1. Starting materials: CC(C)([O-])C.[K+] (Potassium tert-butoxide), C1(=CC=CC=C1)N(C1=CC=C(C=C1)C1=C(C2=C(S1)C=CC=C2)C2=C(C=O)C=CC=C2)C2=CC=CC=C2.C1CCOC1 ((2-(4-(diphenylamino)phenyl)benzo[b]thiophen-3-yl)benzaldehyde THF). Reagents/catalysts: [Br-].C[P+](C1=CC=CC=C1)(C1=CC=CC=C1)C1=CC=CC=C1 (methyltriphenylphosphonium bromide). Solvent: O1CCCC1 (tetrahydrofuran), O1CCCC1 (Tetrahydrofuran). Yields the product C1(=CC=CC=C1)N(C1=CC=C(C=C1)C1=C(C2=C(S1)C=CC=C2)C2=CC=C(C=O)C=C2)C2=CC=CC=C2 (4-(2-(4-(diphenylamino)phenyl)benzo[b]thiophen-3-yl)benzaldehyde). Reaction SMILES: C[C:2](C)([O-:4])C.[K+].[C:7]1([N:13]([C:37]2[CH:42]=[CH:41][CH:40]=[CH:39][CH:38]=2)[C:14]2[CH:19]=[CH:18][C:17]([C:20]3[S:24][C:23]4[CH:25]=[CH:26][CH:27]=[CH:28][C:22]=4[C:21]=3[C:29]3[CH:36]=[CH:35][CH:34]=[CH:33][C:30]=3C=O)=[CH:16][CH:15]=2)[CH:12]=[CH:11][CH:10]=[CH:9][CH:8]=1.C1COCC1>O1CCCC1.[Br-].C[P+](C1C=CC=CC=1)(C1C=CC=CC=1)C1C=CC=CC=1>[C:37]1([N:13]([C:7]2[CH:12]=[CH:11][CH:10]=[CH:9][CH:8]=2)[C:14]2[CH:15]=[CH:16][C:17]([C:20]3[S:24][C:23]4[CH:25]=[CH:26][CH:27]=[CH:28][C:22]=4[C:21]=3[C:29]3[CH:30]=[CH:33][C:34]([CH:2]=[O:4])=[CH:35][CH:36]=3)=[CH:18][CH:19]=2)[CH:38]=[CH:39][CH:40]=[CH:41][CH:42]=1 |f:0.1,2.3,5.6|. Procedure: A solution of 4-(2-(4-(diphenylamino)phenyl)benzo[b]thiophen-3-yl)benzaldehyde (1.1 g, 0.0023 mol) was prepared in anhydrous tetrahydrofuran (75 mL). To a dry round bottom flask equipped with an addition funnel, methyltriphenylphosphonium bromide (1.22 g, 0.003 mol) was added. Tetrahydrofuran (75 mL) was added to this reaction flask and allowed to stir. Potassium tert-butoxide (0.40 g, 0.0035 mol) was then added. The solution of (2-(4-(diphenylamino)phenyl)benzo[b]thiophen-3-yl)benzaldehyde/THF ...